From a dataset of the Open Reaction Database (ORD), a public repository of structured organic reaction records. describe an organic reaction: reactants, conditions, products, and yield Reactants: C(C)(=O)N1C(C(C2=CC=C(C=C12)C(=O)OC)=C(C1=CC=CC=C1)OCC)=O (1-acetyl-3-(1-ethoxy-1-phenylmethylene)-6-methoxycarbonyl-2-indolinone), N1(N=NC=C1)CC1=CC=C(N)C=C1 (4-(1,2,3-triazol-1-yl-methyl)-aniline). Yields the product N1(N=NC=C1)CC1=CC=C(N\C(\C2=CC=CC=C2)=C\2/C(NC3=CC(=CC=C23)C(=O)OC)=O)C=C1 (3-Z-[1-(4-(1,2,3-triazol-1-yl-methyl)-anilino)-1-phenyl-methylene]-6-methoxycarbonyl-2-indolinone). RXN SMILES: C([N:4]1[C:12]2[C:7](=[CH:8][CH:9]=[C:10]([C:13]([O:15][CH3:16])=[O:14])[CH:11]=2)[C:6](=[C:17](OCC)[C:18]2[CH:23]=[CH:22][CH:21]=[CH:20][CH:19]=2)[C:5]1=[O:27])(=O)C.[N:28]1([CH2:33][C:34]2[CH:40]=[CH:39][C:37]([NH2:38])=[CH:36][CH:35]=2)[CH:32]=[CH:31][N:30]=[N:29]1>>[N:28]1([CH2:33][C:34]2[CH:35]=[CH:36][C:37]([NH:38]/[C:17](=[C:6]3\[C:5](=[O:27])[NH:4][C:12]4[C:7]\3=[CH:8][CH:9]=[C:10]([C:13]([O:15][CH3:16])=[O:14])[CH:11]=4)/[C:18]3[CH:23]=[CH:22][CH:21]=[CH:20][CH:19]=3)=[CH:39][CH:40]=2)[CH:32]=[CH:31][N:30]=[N:29]1. Reported procedure: Prepared from 1-acetyl-3-(1-ethoxy-1-phenylmethylene)-6-methoxycarbonyl-2-indolinone and 4-(1,2,3-triazol-1-yl-methyl)-aniline Rf value: 0.4 (silica gel, methylene chloride/methanol=9:1) C26H21N5O3